This data is from the Open Reaction Database (ORD), a public repository of structured organic reaction records. The task is: describe an organic reaction: reactants, conditions, products, and yield The reactants are [C-]#N, CN1CCCC1=O, O=[N+]([O-])c1ccc(Cl)nc1Cl. The product is N#Cc1nc(Cl)ccc1[N+](=O)[O-]. As a reaction SMILES: [C-:12]#[N:13].[CH3:14][N:15]1[CH2:16][CH2:17][CH2:18][C:19]1=[O:20].[Cl:1][c:2]1[n:3][c:4]([Cl:11])[cH:5][cH:6][c:7]1[N+:8](=[O:9])[O-:10]>>[c:2]1([C:12]#[N:13])[n:3][c:4]([Cl:11])[cH:5][cH:6][c:7]1[N+:8](=[O:9])[O-:10]. Reactants: COC(=O)C=Cc1ccc2c(-c3c(-c4cccc(C)n4)nn4c3CCC4)ccnc2c1, CO, [H][H]. The product is COC(=O)CCc1ccc2c(-c3c(-c4cccc(C)n4)nn4c3CCC4)ccnc2c1. As a reaction SMILES: [CH3:1][O:2][C:3]([CH:4]=[CH:5][c:6]1[cH:7][cH:8][c:9]2[c:10](-[c:16]3[c:17]4[n:18]([n:19][c:20]3-[c:21]3[n:22][c:23]([CH3:27])[cH:24][cH:25][cH:26]3)[CH2:28][CH2:29][CH2:30]4)[cH:11][cH:12][n:13][c:14]2[cH:15]1)=[O:31].[CH3:34][OH:35].[H:32][H:33]>>[CH3:1][O:2][C:3]([CH2:4][CH2:5][c:6]1[cH:7][cH:8][c:9]2[c:10](-[c:16]3[c:17]4[n:18]([n:19][c:20]3-[c:21]3[n:22][c:23]([CH3:27])[cH:24][cH:25][cH:26]3)[CH2:28][CH2:29][CH2:30]4)[cH:11][cH:12][n:13][c:14]2[cH:15]1)=[O:31]. As a reaction SMILES: [CH3:18][CH2:19][O:20][C:21]([CH3:22])=[O:23].[CH3:1][O:2][C:3](=[O:4])[c:5]1[s:6][c:7]([CH2:11][Br:12])[cH:8][c:9]1[Br:10].[CH3:24][S:25]([CH3:26])=[O:27].[Na+:17].[O-:13][C:14]([OH:15])=[O:16]>>[CH3:1][O:2][C:3](=[O:4])[c:5]1[s:6][c:7]([CH2:11][OH:13])[cH:8][c:9]1[Br:10]. Reactants: CCOC(C)=O, COC(=O)c1sc(CBr)cc1Br, CS(C)=O, [Na+], O=C([O-])O. Yields the product COC(=O)c1sc(CO)cc1Br. Starting materials: CC1(CC=C(C=2C=CC(=CC12)C#CC1=CC=C(C(=O)O)C=C1)C1=CC=CC=C1)C (4-[(7,8-dihydro-8,8-dimethyl-5-phenylnaphth-2-yl)ethynyl]benzoic acid), CC1(CC=C(C=2C=CC(=CC12)C#CC1=CC=C(C(=O)O)C=C1)C1=CC=CC=C1)C (4-[(7,8-dihydro-8,8-dimethyl-5-phenylnaphth-2-yl)ethynyl]benzoic acid), CC1(CC=C(C=2C=CC(=CC12)C#CC1=CC=C(C(=O)OCC)C=C1)C=1SC=CN1)C (ethyl 4-[(7,8-dihydro-8,8-dimethyl-5-(2-thiazolyl)naphth-2-yl)ethynyl]benzoate), CC1(CC=C(C=2C=CC(=CC12)C#CC1=CC=C(C(=O)OCC)C=C1)C=1SC=CN1)C (ethyl 4-[(7,8-dihydro-8,8-dimethyl-5-(2-thiazolyl)naphth-2-yl)ethynyl]benzoate). Yields the product CC1(CC=C(C=2C=CC(=CC12)C#CC1=CC=C(C(=O)O)C=C1)C=1SC=CN1)C (4-[(7,8-dihydro-8,8-dimethyl-5-(2-thiazolyl)naphth-2-yl)ethynyl]benzoic acid). RXN SMILES: CC1(C)C2C=C(C#CC3C=CC(C(O)=O)=CC=3)C=CC=2C(C2C=CC=CC=2)=CC1.[CH3:30][C:31]1([CH3:59])[C:40]2[CH:39]=[C:38]([C:41]#[C:42][C:43]3[CH:53]=[CH:52][C:46]([C:47]([O:49]CC)=[O:48])=[CH:45][CH:44]=3)[CH:37]=[CH:36][C:35]=2[C:34]([C:54]2[S:55][CH:56]=[CH:57][N:58]=2)=[CH:33][CH2:32]1>>[CH3:30][C:31]1([CH3:59])[C:40]2[CH:39]=[C:38]([C:41]#[C:42][C:43]3[CH:53]=[CH:52][C:46]([C:47]([OH:49])=[O:48])=[CH:45][CH:44]=3)[CH:37]=[CH:36][C:35]=2[C:34]([C:54]2[S:55][CH:56]=[CH:57][N:58]=2)=[CH:33][CH2:32]1. Reported procedure: Employing the same general procedure as for the preparation of 4-[(7,8-dihydro-8,8-dimethyl-5-phenylnaphth-2-yl)ethynyl]benzoic acid (Compound 97), 177 mg (0.43 mmol) of ethyl 4-[(7,8-dihydro-8,8-dimethyl-5-(2-thiazolyl)naphth-2-yl)ethynyl]benzoate (Compound 88) was converted to the title compound (white solid) using 91 mg (4.3 ml, 2.14 mmol) of LiOH (0.5M aqueous solution). Starting materials: NC(CC(C(=O)OCC)C)C1=C(C=CC=C1F)OCC (ethyl 4-amino-4-(2-ethoxy-6-fluorophenyl)-2-methylbutanoate), C(C)OC=1C=C(C=O)C=CC1 (3-ethoxybenzaldehyde). Yields the product C(C)OC1=C(C(=CC=C1)F)C1CC(C(N1CC1=CC(=CC=C1)OCC)=O)C (5-(2-ethoxy-6-fluorophenyl)-1-(3-ethoxybenzyl)-3-methylpyrrolidin-2-one). RXN SMILES: [NH2:1][CH:2]([C:11]1[C:16]([F:17])=[CH:15][CH:14]=[CH:13][C:12]=1[O:18][CH2:19][CH3:20])[CH2:3][CH:4]([CH3:10])[C:5]([O:7]CC)=O.[CH2:21]([O:23][C:24]1[CH:25]=[C:26]([CH:29]=[CH:30][CH:31]=1)[CH:27]=O)[CH3:22]>>[CH2:19]([O:18][C:12]1[CH:13]=[CH:14][CH:15]=[C:16]([F:17])[C:11]=1[CH:2]1[N:1]([CH2:27][C:26]2[CH:29]=[CH:30][CH:31]=[C:24]([O:23][CH2:21][CH3:22])[CH:25]=2)[C:5](=[O:7])[CH:4]([CH3:10])[CH2:3]1)[CH3:20]. Procedure: Prepared according to the described general procedure 2 (GP2) by reaction of ethyl 4-amino-4-(2-ethoxy-6-fluorophenyl)-2-methylbutanoate with commercially available 3-ethoxybenzaldehyde. Subsequent purification by preparative HPLC afforded the target compound. LC-MS (conditions A): tR=0.92 min.; [M+H]+: 372.03 g/mol. Reactants: C(C)(C)(C)OC(=O)N(C1CN(CC1O)C(=O)OC(C)(C)C)C (3-(tert-Butoxycarbonyl-methyl-amino)-4-hydroxy-pyrrolidine-1-carboxylic acid, tert-butyl ester), C[Si](C)(C)[N-][Si](C)(C)C.[K+] (KHMDS), S(=O)(=O)(OC)OC (dimethyl sulfate). The solvent is C1CCOC1 (THF). Product: C(C)(C)(C)OC(=O)N(C1CN(CC1OC)C(=O)OC(C)(C)C)C (3-(tert-Butoxycarbonyl-methyl-amino)-4-methoxy-pyrrolidine-1-carboxylic acid, tert-butyl ester). As a reaction SMILES: [C:1]([O:5][C:6]([N:8]([CH3:22])[CH:9]1[CH:13]([OH:14])[CH2:12][N:11]([C:15]([O:17][C:18]([CH3:21])([CH3:20])[CH3:19])=[O:16])[CH2:10]1)=[O:7])([CH3:4])([CH3:3])[CH3:2].[CH3:23][Si]([N-][Si](C)(C)C)(C)C.[K+].S(OC)(OC)(=O)=O>C1COCC1>[C:1]([O:5][C:6]([N:8]([CH3:22])[CH:9]1[CH:13]([O:14][CH3:23])[CH2:12][N:11]([C:15]([O:17][C:18]([CH3:21])([CH3:20])[CH3:19])=[O:16])[CH2:10]1)=[O:7])([CH3:4])([CH3:3])[CH3:2] |f:1.2|. Procedure details: Compound 6 (9.9 kg) was treated with a solution of KHMDS (35 kg, 20% w/w) in THF, followed by dimethyl sulfate (4.7 kg). After completion of the reaction, the reaction mixture was quenched with 5% acetic acid in water. The product was extracted with MTBE, and the organic layer concentrated to give crude product (7). This was treated with p-toluene sulfonic acid monohydrate (TsOH) in a tetrahydrofuran-methanol mixture. After completion of the reaction, the slurry was cooled and the product is iso...